This data is from the Open Reaction Database (ORD), a public repository of structured organic reaction records. The task is: describe an organic reaction: reactants, conditions, products, and yield The reactants are BrC1(C(C1)(C1=CC=CC=C1)C1=CC=CC=C1)Br (1,1-dibromo-2,2-diphenylcyclopropane), CI (Methyl iodide), C(CCC)[Li] (n-butyllithium), CCCCCC (hexane). Conditions: temperature -70 celsius, time 30 minute. The product is BrC1(C(C1)(C1=CC=CC=C1)C1=CC=CC=C1)C (1-bromo-2,2-diphenyl-1-methylcyclopropane). Reported procedure: Under a nitrogen atmosphere, 1,1-dibromo-2,2-diphenylcyclopropane(10.6 g, 30.0 mmol) obtained in Example 1-(1) and THF (tetrahydrofuran, 120 ml) were placed in a reaction flask and cooled to −70° C. To the mixture, n-butyllithium in hexane (20 ml, 1.57M, 31.4 mmol) was added gradually, and the mixture was stirred at the same temperature for 30 minutes. Methyl iodide (2.1 ml, 33 mmol) was added to the reaction mixture and the resulting mixture was stirred for 30 minutes and then warmed to room te... Run in O (water), C1CCOC1 (THF). Reaction SMILES: Br[C:2]1([Br:17])[CH2:4][C:3]1([C:11]1[CH:16]=[CH:15][CH:14]=[CH:13][CH:12]=1)[C:5]1[CH:10]=[CH:9][CH:8]=[CH:7][CH:6]=1.[CH2:18]([Li])CCC.CCCCCC.CI>O.C1COCC1>[Br:17][C:2]1([CH3:18])[CH2:4][C:3]1([C:5]1[CH:6]=[CH:7][CH:8]=[CH:9][CH:10]=1)[C:11]1[CH:12]=[CH:13][CH:14]=[CH:15][CH:16]=1. Yield: 89.0%.